This data is from the Open Reaction Database (ORD), a public repository of structured organic reaction records. The task is: describe an organic reaction: reactants, conditions, products, and yield Starting materials: CN1CCC(CC1)(O)C1=CC=CC=C1 (1-methyl-4-phenyl-4-piperidinol), [H-].[Na+] (sodium hydride), O (water), FC1=NC=CC=C1 (2-fluoro-pyridine). The solvent is CS(=O)C (DMSO). Conditions: time 1 hour. The product is CN1CCC(CC1)(OC1=NC=CC=C1)C1=CC=CC=C1 (2-(1-Methyl-4-phenyl-4-piperidinyloxy)pyridine). The yield is 37.3%. Reaction SMILES: [CH3:1][N:2]1[CH2:7][CH2:6][C:5]([C:9]2[CH:14]=[CH:13][CH:12]=[CH:11][CH:10]=2)([OH:8])[CH2:4][CH2:3]1.[H-].[Na+].F[C:18]1[CH:23]=[CH:22][CH:21]=[CH:20][N:19]=1.O>CS(C)=O>[CH3:1][N:2]1[CH2:7][CH2:6][C:5]([C:9]2[CH:14]=[CH:13][CH:12]=[CH:11][CH:10]=2)([O:8][C:18]2[CH:23]=[CH:22][CH:21]=[CH:20][N:19]=2)[CH2:4][CH2:3]1 |f:1.2|. Procedure: A solution of 1-methyl-4-phenyl-4-piperidinol (prepared by reaction of 1-methyl-4-piperidone with phenyl lithium; 3.83 g, 20 mM) in dry DMSO (50 ml) was treated with sodium hydride (960 mg of 50% dispersion in oil, 20 mM), stirred for 1 hour then treated with 2-fluoro-pyridine (1.94 g, 20 mM). After 48 hours the reaction was poured on to water (200 ml) and extracted with ether (3×200 ml). The organic extract was washed with brine, dried and the solvent removed under reduced pressure. Recrystalli... Reactants: C1(CCC(N1)=O)=O (succinimide), C(CCC1=CC=CC=C1)(=O)O (hydrocinnamic acid), BrN1C(CCC1=O)=O (N-bromosuccinimide), C(C1=CC=CC=C1)(=O)OOC(C1=CC=CC=C1)=O (benzoyl peroxide). Solvent: C(Cl)(Cl)(Cl)Cl (CCl4), O (water). The product is BrC(CC(=O)O)C1=CC=CC=C1 (3-bromo-3-phenylpropionic acid). As a reaction SMILES: [C:1]([OH:11])(=[O:10])[CH2:2][CH2:3][C:4]1[CH:9]=[CH:8][CH:7]=[CH:6][CH:5]=1.[Br:12]N1C(=O)CCC1=O.C(OOC(=O)C1C=CC=CC=1)(=O)C1C=CC=CC=1.C1(=O)NC(=O)CC1>C(Cl)(Cl)(Cl)Cl.O>[Br:12][CH:3]([C:4]1[CH:5]=[CH:6][CH:7]=[CH:8][CH:9]=1)[CH2:2][C:1]([OH:11])=[O:10]. Reported procedure: A mixture of 100 g (0.667 mol) of hydrocinnamic acid, 120 g (0.674 mol) of N-bromosuccinimide, and 1.8 g of benzoyl peroxide (BPO) in 900 ml of CCl4 was heated at reflux for 20 hr under nitrogen. After cooling to room temperature the reaction mixture was filtered. The filtrate when stripped to dryness yielded only a small amount of additional material which was combined with the original solid and the whole was slurried for 2 hr with warm water to dissolve the succinimide. The slurry was filtere... The reactants are COC(=O)C(CC(=O)OC(C)(C)C)Cc1cc(C)c2[nH]ncc2c1, C[Si](C)(C)CCOCCl, CN(C1CCCCC1)C1CCCCC1, C1CCOC1. Yields the product COC(=O)C(CC(=O)OC(C)(C)C)Cc1cc(C)c2nn(COCC[Si](C)(C)C)cc2c1. RXN SMILES: [CH3:1][c:2]1[cH:3][c:4]([CH2:11][CH:12]([C:13](=[O:14])[O:15][CH3:16])[CH2:17][C:18](=[O:19])[O:20][C:21]([CH3:22])([CH3:23])[CH3:24])[cH:5][c:6]2[cH:7][n:8][nH:9][c:10]12.[CH3:39][Si:40]([CH3:41])([CH3:42])[CH2:43][CH2:44][O:45][CH2:46][Cl:47].[CH:25]1([N:26]([CH3:27])[CH:28]2[CH2:29][CH2:30][CH2:31][CH2:32][CH2:33]2)[CH2:34][CH2:35][CH2:36][CH2:37][CH2:38]1.[O:48]1[CH2:49][CH2:50][CH2:51][CH2:52]1>>[CH3:1][c:2]1[cH:3][c:4]([CH2:11][CH:12]([C:13](=[O:14])[O:15][CH3:16])[CH2:17][C:18](=[O:19])[O:20][C:21]([CH3:22])([CH3:23])[CH3:24])[cH:5][c:6]2[cH:7][n:8]([CH2:46][O:45][CH2:44][CH2:43][Si:40]([CH3:39])([CH3:41])[CH3:42])[n:9][c:10]12. Reactants: Cl (HCl), BrC1=CC(=CC=2C=C(OC21)C2=CC=C(C=C2)O)O (7-bromo-2-(4-hydroxy-phenyl)-benzofuran-5-ol), C(C=C)(=O)OC (methyl acrylate), C1(=C(C=CC=C1)P(C1=C(C=CC=C1)C)C1=C(C=CC=C1)C)C (tri-(o-toly) phosphine). The reagents and catalysts are C(C)(=O)[O-].[Pd+2].C(C)(=O)[O-] (palladium (II) acetate). Run in C(C)N(CC)CC (triethylamine), C(C)#N (acetonitrile). The product is COC(C=CC1=CC(=CC=2C=C(OC21)C2=CC=C(C=C2)O)O)=O (3-[5-Hydroxy-2-(4-hydroxy-phenyl)benzofuran-7-yl]-acrylic acid methyl ester). Isolated yield 15.6%. As a reaction SMILES: Br[C:2]1[C:10]2[O:9][C:8]([C:11]3[CH:16]=[CH:15][C:14]([OH:17])=[CH:13][CH:12]=3)=[CH:7][C:6]=2[CH:5]=[C:4]([OH:18])[CH:3]=1.[C:19]([O:23][CH3:24])(=[O:22])[CH:20]=[CH2:21].C1(C)C=CC=CC=1P(C1C=CC=CC=1C)C1C=CC=CC=1C.Cl>C(N(CC)CC)C.C(#N)C.C([O-])(=O)C.[Pd+2].C([O-])(=O)C>[CH3:24][O:23][C:19](=[O:22])[CH:20]=[CH:21][C:2]1[C:10]2[O:9][C:8]([C:11]3[CH:16]=[CH:15][C:14]([OH:17])=[CH:13][CH:12]=3)=[CH:7][C:6]=2[CH:5]=[C:4]([OH:18])[CH:3]=1 |f:6.7.8|. Reported procedure: To a solution of 7-bromo-2-(4-hydroxy-phenyl)-benzofuran-5-ol 58 (1.0 g, 3.3 mmol) in triethylamine (10 mL) and acetonitrile (10 mL) was added methyl acrylate (0.44 mL, 4.9 mmol) and tri-(o-toly) phosphine (0.2 g, 0.66 mmol). This mixture was purged with nitrogen for 10 minutes. Then palladium (II) acetate (0.037 g, 0.17 mmol) was added and the reaction was heated at reflux for 4 hours; To the cooled reaction was added 2N HCl and the product was extracted into ethyl acetate. The organic layer wa... The product is N1C=C(C2=CC=CC=C12)CCN1CCC(CC1)N(C(=S)NC1=CC=CC=C1)C (1-[1-(2-[3-Indolyl]ethyl)piperid-4-yl]-1-methyl-3-phenyl thiourea). Reaction SMILES: [CH3:1][NH:2][CH:3]1[CH2:8][CH2:7][N:6]([CH2:9][CH2:10][C:11]2[C:19]3[C:14](=[CH:15][CH:16]=[CH:17][CH:18]=3)[NH:13][CH:12]=2)[CH2:5][CH2:4]1.[C:20]1([N:26]=[C:27]=[S:28])[CH:25]=[CH:24][CH:23]=[CH:22][CH:21]=1>C1C=CC=CC=1>[NH:13]1[C:14]2[C:19](=[CH:18][CH:17]=[CH:16][CH:15]=2)[C:11]([CH2:10][CH2:9][N:6]2[CH2:5][CH2:4][CH:3]([N:2]([CH3:1])[C:27]([NH:26][C:20]3[CH:25]=[CH:24][CH:23]=[CH:22][CH:21]=3)=[S:28])[CH2:8][CH2:7]2)=[CH:12]1. Procedure details: 3-[2-(4-Methylaminopiperidyl)ethyl]indole (1.28g, 0.005 mole) was stirred in dry benzene (75 ml) and treated with phenyl isothiocyanate (0.74g, 0.0055 mole). Stirring was continued for 24 hr. and the mixture evaporated to give the title compound, which was converted to the hydrochloride by addition of hydrogen chloride in ethanol and precipitation with ether. Yield, 0.95g, m.p. 193.7°. Conditions: time 24 hour. Run in C1=CC=CC=C1 (benzene). Reactants: CNC1CCN(CC1)CCC1=CNC2=CC=CC=C12 (3-[2-(4-Methylaminopiperidyl)ethyl]indole), C1(=CC=CC=C1)N=C=S (phenyl isothiocyanate). Starting materials: CCO, COc1ccccc1C=C(C)C. Product: COc1ccccc1CC(C)C. Reaction SMILES: [CH3:13][CH2:14][OH:15].[CH3:1][O:2][c:3]1[c:4]([CH:9]=[C:10]([CH3:11])[CH3:12])[cH:5][cH:6][cH:7][cH:8]1>>[CH3:1][O:2][c:3]1[c:4]([CH2:9][CH:10]([CH3:11])[CH3:12])[cH:5][cH:6][cH:7][cH:8]1. The reactants are C(C)(C)(C)OC(=O)N[C@@H](CC1CCCCC1)[C@H](CC(C1=CC=CC=C1)C1=CC=CC=C1)O ((2S,3S)-2-t-butoxycarbonylamino-1-cyclohexyl-5,5-diphenyl-3-hydroxypentane), [H][H] (hydrogen). Reagents/catalysts: [Pt]=O (platinum oxide). Solvent: C(C)(=O)O (acetic acid). Yields the product C(C)(C)(C)OC(=O)N[C@@H](CC1CCCCC1)[C@H](CC(C1CCCCC1)C1CCCCC1)O ((2S,3S)-2-t-butoxycarbonylamino-3-hydroxy-1,5,5-tricyclohexylpentane). Yield: 99.0%. As a reaction SMILES: [C:1]([O:5][C:6]([NH:8][C@H:9]([C@@H:17]([OH:32])[CH2:18][CH:19]([C:26]1[CH:31]=[CH:30][CH:29]=[CH:28][CH:27]=1)[C:20]1[CH:25]=[CH:24][CH:23]=[CH:22][CH:21]=1)[CH2:10][CH:11]1[CH2:16][CH2:15][CH2:14][CH2:13][CH2:12]1)=[O:7])([CH3:4])([CH3:3])[CH3:2].[H][H]>C(O)(=O)C.[Pt]=O>[C:1]([O:5][C:6]([NH:8][C@H:9]([C@@H:17]([OH:32])[CH2:18][CH:19]([CH:26]1[CH2:27][CH2:28][CH2:29][CH2:30][CH2:31]1)[CH:20]1[CH2:21][CH2:22][CH2:23][CH2:24][CH2:25]1)[CH2:10][CH:11]1[CH2:16][CH2:15][CH2:14][CH2:13][CH2:12]1)=[O:7])([CH3:4])([CH3:2])[CH3:3]. Reported procedure: A solution of (2S,3S)-2-t-butoxycarbonylamino-1-cyclohexyl-5,5-diphenyl-3-hydroxypentane (0.74 g) in acetic acid (50 ml) was hydrogenated over platinum oxide (0.2 g) at 3 atmospheric pressure of hydrogen gas for 2 hours at 37° C. The solution was filtered and concentrated in vacuo to give (2S,3S)-2-t-butoxycarbonylamino-3-hydroxy-1,5,5-tricyclohexylpentane (753 mg) as an oil. Rf: 0.72 (n-hexane:ethyl acetate, 2:1, V/V) Run at time 1 hour. Reactants: C(=O)N(OCC1=CC=CC=C1)C[C@H](C(=O)N1N(CC[C@H]1C(=O)NC1=NC=NC=C1)C(=O)OCC1=CC=CC=C1)CCCC (phenylmethyl (3S)-2-[(2R)-2-({formyl[(phenylmethyl)oxy]amino}methyl)hexanoyl]-3-[(4-pyrimidinylamino)carbonyl]-1-pyrazolidinecarboxylate). Reagents/catalysts: [OH-].[OH-].[Pd+2] (Pd(OH)2/C). Run in C(C)O (ethanol). Isolated yield 80.7%. RXN SMILES: [CH:1]([N:3]([CH2:12][C@@H:13]([CH2:40][CH2:41][CH2:42][CH3:43])[C:14]([N:16]1[C@H:20]([C:21]([NH:23][C:24]2[CH:29]=[CH:28][N:27]=[CH:26][N:25]=2)=[O:22])[CH2:19][CH2:18][N:17]1C(OCC1C=CC=CC=1)=O)=[O:15])[O:4]CC1C=CC=CC=1)=[O:2]>C(O)C.[OH-].[OH-].[Pd+2]>[CH:1]([N:3]([CH2:12][C@@H:13]([CH2:40][CH2:41][CH2:42][CH3:43])[C:14]([N:16]1[C@H:20]([C:21]([NH:23][C:24]2[CH:29]=[CH:28][N:27]=[CH:26][N:25]=2)=[O:22])[CH2:19][CH2:18][NH:17]1)=[O:15])[OH:4])=[O:2] |f:2.3.4|. Procedure details: To a solution of phenylmethyl (3S)-2-[(2R)-2-({formyl[(phenylmethyl)oxy]amino}methyl)hexanoyl]-3-[(4-pyrimidinylamino)carbonyl]-1-pyrazolidinecarboxylate (80 mg, 0.136 mmol) in ethanol (30 mL) was added Pd(OH)2/C (40 mg). The mixture was stirred under an H2 atmosphere for 1 h and the catalyst was filtered off. The filtrate was concentrated and the residue was purified by pre-HPLC to provide the title compound (40 mg, 70%). LCMS: (M+H)+: 365.2. Yields the product C(=O)N(O)C[C@H](C(=O)N1NCC[C@H]1C(=O)NC1=NC=NC=C1)CCCC ((3S)-2-((2R)-2-{[Formyl(hydroxy)amino]methyl}hexanoyl)-N-4-pyrimidinyl-3-pyrazolidinecarboxamide). Reactants: S(=O)(Cl)Cl (thionyl chloride), C(C)C(CC)NC=1C(=CC(=C(C1[N+](=O)[O-])C)CC=NO)[N+](=O)[O-] ({5-[(1-ethylpropyl)amino]-4,6-dinitro-o-tolyl}acetaldehyde oxime). The solvent is O1CCCC1 (tetrahydrofuran), O1CCCC1 (THF). Reaction conditions: time 8 hour. Product: C(C)C(CC)NC=1C(=CC(=C(C1[N+](=O)[O-])C)CC#N)[N+](=O)[O-] ({5-[(1-Ethylpropyl)amino]-4,6-dinitro-o-tolyl}acetonitrile). The yield is 86.5%. RXN SMILES: S(Cl)(Cl)=O.[CH2:5]([CH:7]([NH:10][C:11]1[C:12]([N+:25]([O-:27])=[O:26])=[CH:13][C:14]([CH2:21][CH:22]=[N:23]O)=[C:15]([CH3:20])[C:16]=1[N+:17]([O-:19])=[O:18])[CH2:8][CH3:9])[CH3:6]>O1CCCC1>[CH2:5]([CH:7]([NH:10][C:11]1[C:12]([N+:25]([O-:27])=[O:26])=[CH:13][C:14]([CH2:21][C:22]#[N:23])=[C:15]([CH3:20])[C:16]=1[N+:17]([O-:19])=[O:18])[CH2:8][CH3:9])[CH3:6]. Procedure details: A solution of thionyl chloride (25.0 ml) in tetrahydrofuran (THF; 100 ml) is added at <20° C. to a solution of {5-[(1-ethylpropyl)amino]-4,6-dinitro-o-tolyl}acetaldehyde oxime (12.0 g; 0.037 mol) in THF (160 ml). The reaction mixture is stirred overnight at room temperature, filtered, and the filtrate concentrated in vacuo to leave an oil which crystallizes, when seeded, to afford the title product (9.8 g), an orange solid. A sample is purified for analysis, melting point 59°-60° C. The reactants are C(C)OC(=O)C1=C(N(C(=C1)Br)C1=CC=CC=C1)CBr (5-bromo-2-bromomethyl-1-phenyl-1H-pyrrole-3-carboxylic acid ethyl ester), C(C)OC(CNC(=O)OC(C)(C)C)=O (tert-butoxycarbonylamino-acetic acid ethyl ester), [H-].[Na+] (Sodium hydride). Solvent: CN(C=O)C (N,N-dimethylformamide). Reaction conditions: temperature 0 celsius, time 30 minute. Product: C(C)OC(=O)C1=C(N(C(=C1)Br)C1=CC=CC=C1)CN(CC(=O)OCC)C(=O)OC(C)(C)C (5-Bromo-2-[(tert-butoxycarbonyl-ethoxycarbonylmethyl-amino)-methyl]-1phenyl-1H-pyrrole-3-carboxylic acid ethyl ester). Isolated yield 85.8%. RXN SMILES: [CH2:1]([O:3][C:4]([C:6]1[CH:10]=[C:9]([Br:11])[N:8]([C:12]2[CH:17]=[CH:16][CH:15]=[CH:14][CH:13]=2)[C:7]=1[CH2:18]Br)=[O:5])[CH3:2].[CH2:20]([O:22][C:23](=[O:33])[CH2:24][NH:25][C:26]([O:28][C:29]([CH3:32])([CH3:31])[CH3:30])=[O:27])[CH3:21].[H-].[Na+]>CN(C)C=O>[CH2:1]([O:3][C:4]([C:6]1[CH:10]=[C:9]([Br:11])[N:8]([C:12]2[CH:17]=[CH:16][CH:15]=[CH:14][CH:13]=2)[C:7]=1[CH2:18][N:25]([C:26]([O:28][C:29]([CH3:30])([CH3:32])[CH3:31])=[O:27])[CH2:24][C:23]([O:22][CH2:20][CH3:21])=[O:33])=[O:5])[CH3:2] |f:2.3|. Reported procedure: 5-bromo-2-bromomethyl-1-phenyl-1H-pyrrole-3-carboxylic acid ethyl ester (400 mg, 0.94 mmol) and tert-butoxycarbonylamino-acetic acid ethyl ester (182 mg, 0.897 mmol) were dissolved in dry N,N-dimethylformamide (7 mL) at 0° C. Sodium hydride (44 mg, 1.08 mmol) was then added in one portion; the mixture was stirred for 30 min at 0° C., quenched by addition of saturated ammonium chloride aqueous solution, and then extracted with ethyl acetate. The organic phase was subsequently washed with saturate...